Dataset: the Open Reaction Database (ORD), a public repository of structured organic reaction records. Task: describe an organic reaction: reactants, conditions, products, and yield Starting materials: COC1=CC=C2C=C(C=NC2=C1)C1=CC(=CC=C1)OC (7-methoxy-3-(3-methoxyphenyl)-quinoline), [Cl-].[Cl-].[Cl-].[Al+3] (aluminum trichloride). Yields the product OC=1C=C(C=CC1)C=1C=NC2=CC(=CC=C2C1)O (3-(3-Hydroxyphenyl)quinolin-7-ol). The yield is 76.0%. Reaction SMILES: C[O:2][C:3]1[CH:12]=[C:11]2[C:6]([CH:7]=[C:8]([C:13]3[CH:18]=[CH:17][CH:16]=[C:15]([O:19]C)[CH:14]=3)[CH:9]=[N:10]2)=[CH:5][CH:4]=1.[Cl-].[Cl-].[Cl-].[Al+3]>>[OH:19][C:15]1[CH:14]=[C:13]([C:8]2[CH:9]=[N:10][C:11]3[C:6]([CH:7]=2)=[CH:5][CH:4]=[C:3]([OH:2])[CH:12]=3)[CH:18]=[CH:17][CH:16]=1 |f:1.2.3.4|. Procedure details: The compound is prepared by reaction of 7-methoxy-3-(3-methoxyphenyl)-quinoline (108 mg, 0.40 mmol, 1 eq) with aluminum trichloride (433 mg, 3.26 mmol, 8 eq) according to method F. Purification by column chromatography with dichloromethane/methanol 95/5 as the eluent yields the desired product in a yield of 76%, 73 mg. The reactants are [OH-].[Na+] (NaOH), COC(\C=C\C=C(/CC)\C1=CC=C(C=C1)OC)=O ((E,E)-5-(4-methoxyphenyl)-2,4heptadienoic acid methyl ester). The solvent is CO (methanol). Reaction conditions: time 2.5 hour. Yields the product COC1=CC=C(C=C1)/C(=C/C=C/C(=O)O)/CC ((E,E)-5-(4-methoxyphenyl)-2,4-heptadienoic acid). Isolated yield 71.6%. RXN SMILES: C[O:2][C:3](=[O:18])/[CH:4]=[CH:5]/[CH:6]=[C:7](/[C:10]1[CH:15]=[CH:14][C:13]([O:16][CH3:17])=[CH:12][CH:11]=1)\[CH2:8][CH3:9].[OH-].[Na+]>CO>[CH3:17][O:16][C:13]1[CH:12]=[CH:11][C:10](/[C:7](/[CH2:8][CH3:9])=[CH:6]/[CH:5]=[CH:4]/[C:3]([OH:18])=[O:2])=[CH:15][CH:14]=1 |f:1.2|. Reported procedure: As described in Example 99, (E,E)-5-(4-methoxyphenyl)-2,4heptadienoic acid methyl ester (8 g) was saponified in a refluxing mixture of methanol (30 mL) and 2N NaOH (30 mL). After 2.5 hours the reaction was worked up in the usual way and the acid crystallized from 2-propanol-hexane to give 5.4 g of (E,E)-5-(4-methoxyphenyl)-2,4-heptadienoic acid, mp 135.5°-137° C. Starting materials: N#CCl (cyanogen chloride), N#CCl (cyanogen chloride), N (ammonia), CN(C(=N)N(C)C)C (1,1,3,3-tetramethyl guanidine). Run in O (water). The product is NC(=N)N (guanidine), Cl.NC(=N)N (guanidine hydrochloride). Reaction SMILES: N#C[Cl:3].C[N:5](C)[C:6]([N:8](C)C)=[NH:7].N>O>[NH2:7][C:6]([NH2:8])=[NH:5].[ClH:3].[NH2:7][C:6]([NH2:8])=[NH:5] |f:5.6|. Procedure details: Besides it is known that in the action of cyanogen chloride on dimethylamine under pressure at a temperature of 130° to 180° C. in a water nonmiscible organic solvent 1,1,3,3-tetramethyl guanidine is formed (German Pat. No. 1,958,095). If it is attempted to react cyanogen chloride in a corresponding manner with ammonia to produce guanidine or guanidine hydrochloride there are not obtained satisfactory yields. Product: Cc1c2c(nc3c(N)cccc13)CCNCC2. The reactants are CC(=O)N1CCc2nc3c(N)cccc3c(C)c2CC1, [Na+], [OH-]. Reaction SMILES: [C:3](=[O:4])([CH3:5])[N:6]1[CH2:7][CH2:8][c:9]2[n:10][c:11]3[c:12]([NH2:22])[cH:13][cH:14][cH:15][c:16]3[c:17]([CH3:21])[c:18]2[CH2:19][CH2:20]1.[Na+:2].[OH-:1]>>[NH:6]1[CH2:7][CH2:8][c:9]2[n:10][c:11]3[c:12]([NH2:22])[cH:13][cH:14][cH:15][c:16]3[c:17]([CH3:21])[c:18]2[CH2:19][CH2:20]1.